This data is from the Open Reaction Database (ORD), a public repository of structured organic reaction records. The task is: describe an organic reaction: reactants, conditions, products, and yield The reactants are CCOC(=O)Cl, CCOC(=O)C(NCc1cccc(C(F)(F)F)c1)c1c[nH]c2ccccc12, [H-], [Na+], CN(C)C=O, O. The product is Cl, CCOC(=O)C(NCc1cccc(C(F)(F)F)c1)c1cn(C(=O)OCC)c2ccccc12. RXN SMILES: [Cl:30][C:31](=[O:32])[O:33][CH2:34][CH3:35].[F:1][C:2]([c:3]1[cH:4][c:5]([CH2:6][NH:7][CH:8]([C:9](=[O:10])[O:11][CH2:12][CH3:13])[c:14]2[cH:15][nH:16][c:17]3[cH:18][cH:19][cH:20][cH:21][c:22]23)[cH:23][cH:24][cH:25]1)([F:26])[F:27].[H-:28].[Na+:29].[O:37]=[CH:38][N:39]([CH3:40])[CH3:41].[OH2:36]>>[ClH:30].[F:1][C:2]([c:3]1[cH:4][c:5]([CH2:6][NH:7][CH:8]([C:9](=[O:10])[O:11][CH2:12][CH3:13])[c:14]2[cH:15][n:16]([C:31](=[O:32])[O:33][CH2:34][CH3:35])[c:17]3[cH:18][cH:19][cH:20][cH:21][c:22]23)[cH:23][cH:24][cH:25]1)([F:26])[F:27]. Reactants: CC(C=O)CCCCCCCCC (2-methylundecanal), O (H2O), [Br-].C(C1=CC=CC=C1)[P+](C1=CC=CC=C1)(C1=CC=CC=C1)C1=CC=CC=C1 (benzyltriphenylphosphonium bromide), [Li]CCCC (n-BuLi). Run in C1CCOC1 (THF), C1CCOC1 (THF). Run at temperature 0 celsius, time 1 hour. Yields the product CC(C=CC1=CC=CC=C1)CCCCCCCCC ((3-Methyldodec-1-enyl)benzene). Isolated yield 76.0%. Reaction SMILES: [Br-].[CH2:2]([P+](C1C=CC=CC=1)(C1C=CC=CC=1)C1C=CC=CC=1)[C:3]1[CH:8]=[CH:7][CH:6]=[CH:5][CH:4]=1.[Li]CCCC.[CH3:33][CH:34]([CH2:37][CH2:38][CH2:39][CH2:40][CH2:41][CH2:42][CH2:43][CH2:44][CH3:45])[CH:35]=O.O>C1COCC1>[CH3:35][CH:34]([CH2:37][CH2:38][CH2:39][CH2:40][CH2:41][CH2:42][CH2:43][CH2:44][CH3:45])[CH:33]=[CH:2][C:3]1[CH:4]=[CH:5][CH:6]=[CH:7][CH:8]=1 |f:0.1|. Reported procedure: A suspension of benzyltriphenylphosphonium bromide (3.20 g, 7.38 mmol, 1.0 equiv.) in THF (14 mL), was cooled to 0° C. After adding n-BuLi (1.6 M in hexanes, 4.6 mL, 7.38 mmol, 1.0 equiv.) at 0° C., the red suspension was stirred at 65° C. for 1 h. The mixture was re-cooled to 0° C., 2-methylundecanal (2.04 g, 11.1 mmol, 1.5 equiv.) in THF (5 mL) was added, and the mixture was stirred at 65° C. for 18 h. After addition of H2O, the aqueous layer was extracted with cyclohexane (2×), the combined o... Starting materials: CN(C=O)C (N,N-dimethylformamide), CS(=O)(=O)O[C@H](C)[C@]1(CO1)C1=C(C=C(C=C1)F)F ((2R,3R)-3-(2,4-difluorophenyl)-3,4-epoxy-2-butyl methanesulfonate), N1C=NC=C1 (imidazole), [H-].[Na+] (sodium hydride), oil. Run in O (water). Conditions: time 10 minute. Product: FC1=C(C=CC(=C1)F)[C@@]1(O[C@H]1C)CN1C=NC=C1 ((2R,3S)-2-(2,4-difluorophenyl)-2-(1-imidazolyl)methyl-3-methyloxirane). Reaction SMILES: [CH3:1]N(C)C=O.CS(O[C@@H:11]([C@:13]1([C:16]2[CH:21]=[CH:20][C:19]([F:22])=[CH:18][C:17]=2[F:23])[O:15][CH2:14]1)C)(=O)=O.[NH:24]1[CH:28]=[CH:27][N:26]=[CH:25]1.[H-].[Na+]>O>[F:23][C:17]1[CH:18]=[C:19]([F:22])[CH:20]=[CH:21][C:16]=1[C@@:13]1([CH2:11][N:24]2[CH:28]=[CH:27][N:26]=[CH:25]2)[C@H:14]([CH3:1])[O:15]1 |f:3.4|. Procedure details: To a N,N-dimethylformamide (35 ml) solution containing (2R,3R)-3-(2,4-difluorophenyl)-3,4-epoxy-2-butyl methanesulfonate (3.5 g) and imidazole (1.2 g) was added 60% sodium hydride in mineral oil (0.70 g) at 0° C. with constant stirring. After 10 minutes, the temperature was adjusted to 20° C. and the mixture was stirred for 20 hours. The reaction mixture was then poured into water (100 ml) and extracted with ethyl acetate (30 ml×4). The ethyl acetate layers were combined, washed with saturated a... The reactants are Cl (hydrochloric acid), Cl (hydrochloric acid), Cl (hydrochloric acid), C1(CC1)C(=O)NC=1N=C2N(C=C(C=C2)OC2=C(C=C(C=C2)NC(=O)C=2C(N(C(=CC2)C)C2=CC=C(C=C2)F)=O)F)C1 (N-[4-({2-[(cyclopropylcarbonyl)amino]imidazo[1,2-a]pyridin-6-yl}oxy)-3-fluorophenyl]-1-(4-fluorophenyl)-6-methyl-2-oxo-1,2-dihydropyridine-3-carboxamide), solid. The solvent is C(C)O (ethanol), C(C)C(=O)C (methyl ethyl ketone), C(C)O (ethanol), O (water), C(C)(=O)OCC (ethyl acetate). Run at temperature 80 celsius, time 1 hour. The product is Cl.C1(CC1)C(=O)NC=1N=C2N(C=C(C=C2)OC2=C(C=C(C=C2)NC(=O)C=2C(N(C(=CC2)C)C2=CC=C(C=C2)F)=O)F)C1 (N-[4-({2-[(cyclopropylcarbonyl)amino]imidazo[1,2-a]pyridin-6-yl}oxy)-3-fluorophenyl]-1-(4-fluorophenyl)-6-methyl-2-oxo-1,2-dihydropyridine-3-carboxamide hydrochloride). Yield: 39.1%. As a reaction SMILES: [CH:1]1([C:4]([NH:6][C:7]2[N:8]=[C:9]3[CH:14]=[CH:13][C:12]([O:15][C:16]4[CH:21]=[CH:20][C:19]([NH:22][C:23]([C:25]5[C:26](=[O:39])[N:27]([C:32]6[CH:37]=[CH:36][C:35]([F:38])=[CH:34][CH:33]=6)[C:28]([CH3:31])=[CH:29][CH:30]=5)=[O:24])=[CH:18][C:17]=4[F:40])=[CH:11][N:10]3[CH:41]=2)=[O:5])[CH2:3][CH2:2]1.[ClH:42]>C(O)C.O.C(OCC)(=O)C.C(C(C)=O)C>[ClH:42].[CH:1]1([C:4]([NH:6][C:7]2[N:8]=[C:9]3[CH:14]=[CH:13][C:12]([O:15][C:16]4[CH:21]=[CH:20][C:19]([NH:22][C:23]([C:25]5[C:26](=[O:39])[N:27]([C:32]6[CH:37]=[CH:36][C:35]([F:38])=[CH:34][CH:33]=6)[C:28]([CH3:31])=[CH:29][CH:30]=5)=[O:24])=[CH:18][C:17]=4[F:40])=[CH:11][N:10]3[CH:41]=2)=[O:5])[CH2:3][CH2:2]1 |f:6.7|. Reported procedure: To a suspension of N-[4-({2-[(cyclopropylcarbonyl)amino]imidazo[1,2-a]pyridin-6-yl}oxy)-3-fluorophenyl]-1-(4-fluorophenyl)-6-methyl-2-oxo-1,2-dihydropyridine-3-carboxamide (1.42 g, 2.55 mmol) in ethanol (14 mL) and water (2 mL) was added and dissolved therein 6N hydrochloric acid (510 μL, 3.06 mmol), and the solution was concentrated to a half amount, and left standing for 1 hr. The precipitate was collected by filtration to give white crystals. The white crystals were suspended in ethanol (50 m... The reactants are N1CCOCC1 (Morpholine), C1(CC1)[C@@H](C)NC=1C=2N(N=CC1C(=O)N)C=C(C2)C=2OC(=NN2)SC ((R)-4-(1-cyclopropylethylamino)-6-(5-(methylthio)-1,3,4-oxadiazol-2-yl)pyrrolo[1,2-b]pyridazine-3-carboxamide). The solvent is CN1CCCC1=O (NMP). Conditions: temperature 200 celsius. Product: C1(CC1)[C@@H](C)NC=1C=2N(N=CC1C(=O)N)C=C(C2)C=2OC(=NN2)N2CCOCC2 (4-(((1R)-1-cyclopropylethyl)amino)-6-(5-(4-morpholinyl)-1,3,4-oxadiazol-2-yl)pyrrolo[1,2-b]pyridazine-3-carboxamide). The yield is 44.9%. As a reaction SMILES: [NH:1]1[CH2:6][CH2:5][O:4][CH2:3][CH2:2]1.[CH:7]1([C@H:10]([NH:12][C:13]2[C:14]3[N:15]([CH:22]=[C:23]([C:25]4[O:26][C:27](SC)=[N:28][N:29]=4)[CH:24]=3)[N:16]=[CH:17][C:18]=2[C:19]([NH2:21])=[O:20])[CH3:11])[CH2:9][CH2:8]1>CN1C(=O)CCC1>[CH:7]1([C@H:10]([NH:12][C:13]2[C:14]3[N:15]([CH:22]=[C:23]([C:25]4[O:26][C:27]([N:1]5[CH2:6][CH2:5][O:4][CH2:3][CH2:2]5)=[N:28][N:29]=4)[CH:24]=3)[N:16]=[CH:17][C:18]=2[C:19]([NH2:21])=[O:20])[CH3:11])[CH2:9][CH2:8]1. Procedure: Morpholine (13 mg, 0.14 mmol) was added in one portion to a solution of (R)-4-(1-cyclopropylethylamino)-6-(5-(methylthio)-1,3,4-oxadiazol-2-yl)pyrrolo[1,2-b]pyridazine-3-carboxamide (Example 127, 10 mg, 0.028 mmol) in NMP (0.1 mL). The resulting mixture was heated in the CEM microwave at 200° C. for 1 hour before purifying by reverse-phase Prep HPLC (condition A). The fraction containing the major product was concentrated on the rotovap to remove the MeOH and the aqueous slurry of the product wa... Reactants: [Br-], N#CCCC[Zn+], C1CCOC1, CCOCC, Cc1ccc(S(=O)(=O)Oc2cc(=O)oc3ccc(Cl)cc23)cc1. Product: N#CCCCc1cc(=O)oc2ccc(Cl)cc12. RXN SMILES: [Br-:24].[C:25](#[N:26])[CH2:27][CH2:28][CH2:29][Zn+:30].[CH2:36]1[O:37][CH2:38][CH2:39][CH2:40]1.[CH3:31][CH2:32][O:33][CH2:34][CH3:35].[Cl:1][c:2]1[cH:3][cH:4][c:5]2[c:6]([c:7]([O:12][S:13]([c:14]3[cH:15][cH:16][c:17]([CH3:18])[cH:19][cH:20]3)(=[O:21])=[O:22])[cH:8][c:9](=[O:11])[o:10]2)[cH:23]1>>[Cl:1][c:2]1[cH:3][cH:4][c:5]2[c:6]([c:7]([CH2:29][CH2:28][CH2:27][C:25]#[N:26])[cH:8][c:9](=[O:11])[o:10]2)[cH:23]1. Reactants: CCO, CC(C)(C)[Si](C)(C)OCC(CCO)N=[N+]=[N-]. Product: CC(C)(C)[Si](C)(C)OCC(N)CCO. Reaction SMILES: [CH3:17][CH2:18][OH:19].[N:1](=[N+:2]=[N-:3])[CH:4]([CH2:5][CH2:6][OH:7])[CH2:8][O:9][Si:10]([CH3:11])([CH3:12])[C:13]([CH3:14])([CH3:15])[CH3:16]>>[NH2:1][CH:4]([CH2:5][CH2:6][OH:7])[CH2:8][O:9][Si:10]([CH3:11])([CH3:12])[C:13]([CH3:14])([CH3:15])[CH3:16]. The reactants are CN=C=O, FC(F)(F)c1cccc(OC2CNC2)c1, c1ccccc1. Yields the product CNC(=O)N1CC(Oc2cccc(C(F)(F)F)c2)C1. Reaction SMILES: [CH3:16][N:17]=[C:18]=[O:19].[F:1][C:2]([c:3]1[cH:4][c:5]([O:6][CH:7]2[CH2:8][NH:9][CH2:10]2)[cH:11][cH:12][cH:13]1)([F:14])[F:15].[cH:20]1[cH:21][cH:22][cH:23][cH:24][cH:25]1>>[F:1][C:2]([c:3]1[cH:4][c:5]([O:6][CH:7]2[CH2:8][N:9]([C:18]([NH:17][CH3:16])=[O:19])[CH2:10]2)[cH:11][cH:12][cH:13]1)([F:14])[F:15]. Starting materials: CON, CCO, Cl, [Na+], [OH-], O=C1C=C(O)C(=O)c2ccccc21. Product: CON=C1C(O)=CC(=O)c2ccccc21. As a reaction SMILES: [CH3:17][O:18][NH2:19].[CH3:20][CH2:21][OH:22].[ClH:16].[Na+:15].[OH-:14].[OH:1][C:2]1=[CH:11][C:10](=[O:12])[c:9]2[c:4]([cH:5][cH:6][cH:7][cH:8]2)[C:3]1=[O:13]>>[OH:1][C:2]1=[CH:11][C:10](=[O:12])[c:9]2[c:4]([cH:5][cH:6][cH:7][cH:8]2)[C:3]1=[N:19][O:18][CH3:17].